Dataset: the Open Reaction Database (ORD), a public repository of structured organic reaction records. Task: describe an organic reaction: reactants, conditions, products, and yield The reactants are CC(C)(C)NCCO, Cc1ccccc1, ClP(Cl)Cl. Product: CC(C)(C)N1CCOP1Cl. RXN SMILES: [C:5]([CH3:6])([CH3:7])([CH3:8])[NH:9][CH2:10][CH2:11][OH:12].[CH3:13][c:14]1[cH:15][cH:16][cH:17][cH:18][cH:19]1.[Cl:1][P:2]([Cl:3])[Cl:4]>>[P:2]1([Cl:4])[N:9]([C:5]([CH3:6])([CH3:7])[CH3:8])[CH2:10][CH2:11][O:12]1. The reactants are [Cl-].[In+3].[Cl-].[Cl-] (indium(III) chloride), FC(C(=O)O)(F)F (trifluoroacetic acid), OC(C1C(C1)C#N)C1=CC=C(C=C1)C(F)(F)F (2-{Hydroxy[4-(trifluoromethyl)phenyl]methyl}cyclopropanecarbonitrile), CS(=O)(=O)CC=1C=CC=C2C=CNC12 (7-[(Methylsulfonyl)methyl]-1H-indole). Solvent: ClCCCl (1,2-dichloroethane), ClCCl (dichloromethane). Yields the product CS(=O)(=O)CC=1C=CC=C2C(=CNC12)C(C1C(C1)C#N)C1=CC=C(C=C1)C(F)(F)F (2-({7-[(Methylsulfonyl)methyl]-1H-indol-3-yl}[4-(trifluoromethyl)phenyl]methyl)cyclopropane-carbonitrile). RXN SMILES: [Cl-].[In+3].[Cl-].[Cl-].FC(F)(F)C(O)=O.O[CH:13]([C:19]1[CH:24]=[CH:23][C:22]([C:25]([F:28])([F:27])[F:26])=[CH:21][CH:20]=1)[CH:14]1[CH2:16][CH:15]1[C:17]#[N:18].[CH3:29][S:30]([CH2:33][C:34]1[CH:35]=[CH:36][CH:37]=[C:38]2[C:42]=1[NH:41][CH:40]=[CH:39]2)(=[O:32])=[O:31]>ClCCCl.ClCCl>[CH3:29][S:30]([CH2:33][C:34]1[CH:35]=[CH:36][CH:37]=[C:38]2[C:42]=1[NH:41][CH:40]=[C:39]2[CH:13]([C:19]1[CH:24]=[CH:23][C:22]([C:25]([F:28])([F:27])[F:26])=[CH:21][CH:20]=1)[CH:14]1[CH2:16][CH:15]1[C:17]#[N:18])(=[O:32])=[O:31] |f:0.1.2.3|. Procedure details: 1.05 g (4.75 mmol) of indium(III) chloride and 0.55 ml (7.12 mmol) of trifluoroacetic acid were added to 954 mg (3.96 mmol) of the compound from Example 160A and 1.02 g (4.75 mmol) of the compound from Example 86A in 60 ml of 1,2-dichloroethane, and the mixture was heated under reflux overnight. It was diluted with dichloromethane and washed with water and saturated aqueous sodium bicarbonate solution, dried over magnesium sulfate, filtered and concentrated. The residue was purified by preparati... Reactants: S(O)(O)(=O)=O (sulfuric acid), [H-].[Al+3].[Li+].[H-].[H-].[H-] (lithium aluminum hydride), C(CC)C1=C(C(=C(C2=CC3=C(C(=C(C(=C3C=C12)CCC)CCC)CCC)CCC)CCC)C(=O)OC)C(=O)OC (dimethyl 1,4,5,6,7,8-hexapropylanthracene-2,3-dicarboxylate), O (water). The solvent is C(C)OCC (diethyl ether). Yields the product OCC1=C(C2=CC3=C(C(=C(C(=C3C=C2C(=C1CO)CCC)CCC)CCC)CCC)CCC)CCC (2,3-Bis(hydroxymethyl)-1,4,5,6,7,8-hexapropylanthracene). Yield: 98.0%. Reaction SMILES: [H-].[Al+3].[Li+].[H-].[H-].[H-].[CH2:7]([C:10]1[C:23]2[C:14](=[CH:15][C:16]3[C:21]([CH:22]=2)=[C:20]([CH2:24][CH2:25][CH3:26])[C:19]([CH2:27][CH2:28][CH3:29])=[C:18]([CH2:30][CH2:31][CH3:32])[C:17]=3[CH2:33][CH2:34][CH3:35])[C:13]([CH2:36][CH2:37][CH3:38])=[C:12]([C:39](OC)=[O:40])[C:11]=1[C:43](OC)=[O:44])[CH2:8][CH3:9].O.S(=O)(=O)(O)O>C(OCC)C>[OH:40][CH2:39][C:12]1[C:11]([CH2:43][OH:44])=[C:10]([CH2:7][CH2:8][CH3:9])[C:23]2[C:14](=[CH:15][C:16]3[C:21]([CH:22]=2)=[C:20]([CH2:24][CH2:25][CH3:26])[C:19]([CH2:27][CH2:28][CH3:29])=[C:18]([CH2:30][CH2:31][CH3:32])[C:17]=3[CH2:33][CH2:34][CH3:35])[C:13]=1[CH2:36][CH2:37][CH3:38] |f:0.1.2.3.4.5|. Procedure details: Dimethyl 1,4,5,6,7,8-hexapropylanthracene-2,3-dicarboxylate obtained in REFERENCE EXAMPLE 2 was used. After lithium aluminum hydride was added to the solution of dimethyl 1,4,5,6,7,8-hexapropylanthracene-2,3-dicarboxylate in diethyl ether at 0° C., the mixture was warmed to room temperature and stirred for an hour. At room temperature, water was added to terminate the reaction. Next, the reaction mixture was rendered slightly acidic with 2N sulfuric acid and extracted with ether. After washing w... Conditions: time 5 minute. The product is C1(=CC=CC=C1)C#CC=1C=C2C(C(=O)N(C2=O)CCC[Si](OCC)(OCC)OCC)=CC1 (4-phenylethynyl-N [3-triethoxysilylpropyl] phthalimide). Procedure details: 4-phenylethynyl-N [3-triethoxysilylpropyl] phthalimide was synthesized as follows. 4-phenylethynyl phthalic anhydride (PEPA) was added to a round bottom flask containing sufficient tetrahydrafuran (THF) to dissolve the PEPA. An equimolar amount of 3-aminopropytriethoxy silane (3-APS) was added to the mixture at room temperature. The mixture was then heated over a steam bath until the THF mixture began to boil (T=65° C.). The heating continued for approximately 5 minutes. The solution was then re... Run in C1CCOC1 (THF), C1CCOC1 (THF). The reactants are C1(=CC=CC=C1)C#CC=1C=C2C(C(=O)OC2=O)=CC1 (4-phenylethynyl phthalic anhydride), C1(=CC=CC=C1)C#CC=1C=C2C(C(=O)OC2=O)=CC1 (PEPA), NCCC[Si](OCC)(OCC)OCC (3-aminopropytriethoxy silane). As a reaction SMILES: [C:1]1([C:7]#[C:8][C:9]2[CH:10]=[C:11]3[C:16](=[O:17])[O:15][C:13](=O)[C:12]3=[CH:18][CH:19]=2)[CH:6]=[CH:5][CH:4]=[CH:3][CH:2]=1.[NH2:20][CH2:21][CH2:22][CH2:23][Si:24]([O:31][CH2:32][CH3:33])([O:28][CH2:29][CH3:30])[O:25][CH2:26][CH3:27]>C1COCC1>[C:1]1([C:7]#[C:8][C:9]2[CH:10]=[C:11]3[C:16](=[O:17])[N:20]([CH2:21][CH2:22][CH2:23][Si:24]([O:31][CH2:32][CH3:33])([O:25][CH2:26][CH3:27])[O:28][CH2:29][CH3:30])[C:13](=[O:15])[C:12]3=[CH:18][CH:19]=2)[CH:2]=[CH:3][CH:4]=[CH:5][CH:6]=1. Starting materials: COC(=O)c1ccc(OC)c(S(=O)(=O)Cl)c1, ClCCl, Nc1ccccc1NS(=O)(=O)c1cc2ccccc2s1, c1ccncc1. Yields the product COC(=O)c1ccc(OC)c(S(=O)(=O)Nc2ccccc2NS(=O)(=O)c2cc3ccccc3s2)c1. RXN SMILES: [Cl:21][S:22](=[O:23])(=[O:24])[c:25]1[cH:26][c:27]([C:28](=[O:29])[O:30][CH3:31])[cH:32][cH:33][c:34]1[O:35][CH3:36].[Cl:37][CH2:38][Cl:39].[NH2:1][c:2]1[c:3]([NH:8][S:9](=[O:10])(=[O:11])[c:12]2[cH:13][c:14]3[c:15]([s:16]2)[cH:17][cH:18][cH:19][cH:20]3)[cH:4][cH:5][cH:6][cH:7]1.[cH:40]1[cH:41][cH:42][n:43][cH:44][cH:45]1>>[NH:1]([c:2]1[c:3]([NH:8][S:9](=[O:10])(=[O:11])[c:12]2[cH:13][c:14]3[c:15]([s:16]2)[cH:17][cH:18][cH:19][cH:20]3)[cH:4][cH:5][cH:6][cH:7]1)[S:22](=[O:23])(=[O:24])[c:25]1[cH:26][c:27]([C:28](=[O:29])[O:30][CH3:31])[cH:32][cH:33][c:34]1[O:35][CH3:36]. Starting materials: C(C)(=O)NC1CCC(CC1)=O (4-acetamidocyclohexanone), Cl.FC1=C(C=CC=C1)NN (2-fluorophenylhydrazine hydrochloride), 5-N, Cl (hydrogen chloride). Solvent: C(C)O (ethyl alcohol), C(C)O (ethyl alcohol). Product: C(C)(=O)NC1CCC=2NC3=C(C=CC=C3C2C1)F.C(C)NC1CCC=2NC3=C(C=CC=C3C2C1)F (3-(Ethylamino)-8-fluoro-1,2,3,4-tetrahydrocarbazole 3-Acetamido-8-fluoro-1,2,3,4-tetrahydrocarbazole). RXN SMILES: [C:1]([NH:4][CH:5]1[CH2:10][CH2:9][C:8](=O)[CH2:7][CH2:6]1)(=[O:3])[CH3:2].Cl.[F:13][C:14]1[CH:19]=[CH:18][CH:17]=[CH:16][C:15]=1[NH:20]N.Cl>C(O)C>[C:1]([NH:4][CH:5]1[CH2:10][C:9]2[C:16]3[C:15](=[C:14]([F:13])[CH:19]=[CH:18][CH:17]=3)[NH:20][C:8]=2[CH2:7][CH2:6]1)(=[O:3])[CH3:2].[CH2:1]([NH:4][CH:5]1[CH2:10][C:9]2[C:16]3[C:15](=[C:14]([F:13])[CH:19]=[CH:18][CH:17]=3)[NH:20][C:8]=2[CH2:7][CH2:6]1)[CH3:2] |f:1.2,5.6|. Procedure details: A solution of 7.8 g. of 4-acetamidocyclohexanone and 8.1 g. of 2-fluorophenylhydrazine hydrochloride in 75 ml. of absolute ethyl alcohol and 25 ml. of 5-N hydrogen chloride in absolute ethyl alcohol was heated under reflux for two hours, cooled, filtered, and the filtrate was evaporated to dryness. The residue was dissolved in chloroform and adsorbed on a column of aluminum oxide. Dilution with ether yielded first a small amount of side-product followed by the desired product which was recrystal... Reactants: CS(C)=O, CCN(C(C)C)C(C)C, Cc1cc(C)c([N+](=O)[O-])c(Cl)n1, COC(=O)Cc1ccc(N)cc1Cl, O. The product is COC(=O)Cc1ccc(Nc2nc(C)cc(C)c2[N+](=O)[O-])cc1Cl. As a reaction SMILES: [CH3:36][S:37]([CH3:38])=[O:39].[CH:26]([N:27]([CH:28]([CH3:29])[CH3:30])[CH2:31][CH3:32])([CH3:33])[CH3:34].[Cl:14][c:15]1[n:16][c:17]([CH3:25])[cH:18][c:19]([CH3:24])[c:20]1[N+:21](=[O:22])[O-:23].[NH2:1][c:2]1[cH:3][c:4]([Cl:13])[c:5]([CH2:8][C:9](=[O:10])[O:11][CH3:12])[cH:6][cH:7]1.[OH2:35]>>[NH:1]([c:2]1[cH:3][c:4]([Cl:13])[c:5]([CH2:8][C:9](=[O:10])[O:11][CH3:12])[cH:6][cH:7]1)[c:15]1[n:16][c:17]([CH3:25])[cH:18][c:19]([CH3:24])[c:20]1[N+:21](=[O:22])[O-:23].